This data is from the Open Reaction Database (ORD), a public repository of structured organic reaction records. The task is: describe an organic reaction: reactants, conditions, products, and yield Reactants: FC1=C(C=CC=C1)CN1C2=CC=CC(=C2C=2C(=CC=CC12)OCC(=O)OC)C(N)=O ({9-[(2-fluorophenyl)methyl]-5-carbamoylcarbazol-4-yl}oxyacetic acid, methyl ester), [OH-].[Na+] (NaOH), Cl (HCl). The solvent is C(C)(=O)OCC (ethyl acetate), CO (methanol). Run at time 16 hour. The product is FC1=C(C=CC=C1)CN1C2=CC=CC(=C2C=2C(=CC=CC12)OCC(=O)O)C(N)=O ({9-[(2-fluorophenyl)methyl]-5-carbamoylcarbazol-4-yl}oxyacetic acid). Isolated yield 92.5%. Reaction SMILES: [F:1][C:2]1[CH:7]=[CH:6][CH:5]=[CH:4][C:3]=1[CH2:8][N:9]1[C:21]2[CH:20]=[CH:19][CH:18]=[C:17]([O:22][CH2:23][C:24]([O:26]C)=[O:25])[C:16]=2[C:15]2[C:10]1=[CH:11][CH:12]=[CH:13][C:14]=2[C:28](=[O:30])[NH2:29].[OH-].[Na+].Cl>CO.C(OCC)(=O)C>[F:1][C:2]1[CH:7]=[CH:6][CH:5]=[CH:4][C:3]=1[CH2:8][N:9]1[C:21]2[CH:20]=[CH:19][CH:18]=[C:17]([O:22][CH2:23][C:24]([OH:26])=[O:25])[C:16]=2[C:15]2[C:10]1=[CH:11][CH:12]=[CH:13][C:14]=2[C:28](=[O:30])[NH2:29] |f:1.2|. Procedure: A solution of the {9-[(2-fluorophenyl)methyl]-5-carbamoylcarbazol-4-yl}oxyacetic acid, methyl ester (47.9 mg, 0.118 mM) and 0.28 mL (0.28 mM) of 1 N NaOH in 10 mL of methanol was sonicated for 6 hours at 50-60° C., then stirred at room temperature for 16 hours. The mixture was diluted with ethyl acetate and acidified to pH 1 with 5 N HCl. The aqueous layer was extracted twice with ethyl acetate. The combined organic extracts were washed with saturated brine, dried over magnesium sulfate, filtere... Reactants: O=CC(=O)O, CCC(C)=O, O=P(O)(O)O. Yields the product CC(=O)C(C)=CC(=O)O. As a reaction SMILES: [C:1]([CH:2]=[O:3])(=[O:4])[OH:5].[CH3:6][C:7]([CH2:8][CH3:9])=[O:10].[P:11](=[O:12])([OH:13])([OH:14])[OH:15]>>[C:1]([CH:2]=[C:8]([C:7]([CH3:6])=[O:10])[CH3:9])(=[O:4])[OH:5]. The reactants are FC=1C=C(C=CC1F)[C@@H]1CC[C@H](CC1)C=O (trans-4-(3,4-difluorophenyl)cyclohexanecarboxaldehyde), C(=C\C)/C(CO)CO (2-(1E-propenyl)-1,3-propanediol), S(O)(O)(=O)=O (sulphuric acid). Solvent: C1(=CC=CC=C1)C (toluene). Conditions: time 1.25 hour. Yields the product C(=C\C)/[C@H]1CO[C@@H](OC1)[C@@H]1CC[C@H](CC1)C1=CC(=C(C=C1)F)F (trans-5-(1E-propenyl)-2-[trans-4-(3,4-difluoro-phenyl)cyclohexyl]-1,3-dioxane). Yield: 18.5%. RXN SMILES: [F:1][C:2]1[CH:3]=[C:4]([C@H:9]2[CH2:14][CH2:13][C@H:12]([CH:15]=[O:16])[CH2:11][CH2:10]2)[CH:5]=[CH:6][C:7]=1[F:8].[CH:17](/[CH:20]([CH2:23]O)[CH2:21][OH:22])=[CH:18]\[CH3:19].S(=O)(=O)(O)O>C1(C)C=CC=CC=1>[CH:17](/[C@@H:20]1[CH2:21][O:22][C@@H:15]([C@H:12]2[CH2:11][CH2:10][C@H:9]([C:4]3[CH:5]=[CH:6][C:7]([F:8])=[C:2]([F:1])[CH:3]=3)[CH2:14][CH2:13]2)[O:16][CH2:23]1)=[CH:18]\[CH3:19]. Procedure details: A solution of 3.0 g of trans-4-(3,4-difluorophenyl)cyclohexanecarboxaldehyde (prepared in accordance with Example 2) and 2.4 g of 2-(1E-propenyl)-1,3-propanediol in 75 ml of toluene was treated with 3 drops of 10 percent (v/v) sulphuric acid and the reaction mixture was heated to boiling for 1.25 hours, whereby moist toluene was distilled off and replaced by fresh toluene. Then, the reaction mixture was neutralized with triethylamine and, after cooling, washed three times with water, dried over ... Starting materials: II (iodine), BrC1=NC=C(C=C1)O (2-bromo-5-hydroxypyridine), C(=O)([O-])[O-].[Na+].[Na+] (Na2CO3), II (I2). The solvent is O (water). The product is BrC1=CC=C(C(=N1)I)O (6-bromo-2-iodo-3-pyridinol). As a reaction SMILES: [Br:1][C:2]1[CH:7]=[CH:6][C:5]([OH:8])=[CH:4][N:3]=1.C([O-])([O-])=O.[Na+].[Na+].[I:15]I>O>[Br:1][C:2]1[N:3]=[C:4]([I:15])[C:5]([OH:8])=[CH:6][CH:7]=1 |f:1.2.3|. Procedure: A 4.125 g sample of 2-bromo-5-hydroxypyridine (from step 28c) and 5.28 g of Na2CO3 were dissolved in 75 mL of water. To this solution was added 6.02 g of I2, and the mixture was stirred until the iodine color disappeared. The reaction mixture was then adjusted to pH 5, and extracted with EtOAc. The extract was dried over MgSO4, and the solvent was removed. The residue was chromatographed on silica gel, eluting with 97:3 CHCl3 :MeOH to give 4.3 g of the title compound: 1H NMR (CDCl3, 300 MHz) δ 7... Reactants: Oc1ccc2cc(Br)ccc2c1Br, CCOC(C)=O, CCO, Cl, [Sn], c1ccccc1. Yields the product Oc1ccc2cc(Br)ccc2c1. Reaction SMILES: [Br:6][c:7]1[c:8]([OH:18])[cH:9][cH:10][c:11]2[cH:12][c:13]([Br:17])[cH:14][cH:15][c:16]12.[C:19]([O:20][CH2:21][CH3:22])(=[O:23])[CH3:24].[CH3:1][CH2:2][OH:3].[ClH:4].[Sn:5].[cH:25]1[cH:26][cH:27][cH:28][cH:29][cH:30]1>>[cH:7]1[c:8]([OH:18])[cH:9][cH:10][c:11]2[cH:12][c:13]([Br:17])[cH:14][cH:15][c:16]12. Starting materials: C(C)OC(=O)N1CCC(CC1)NS(=O)(=O)C1=CC=CC2=C(C=CC=C12)CN (4-(5-aminomethyl-naphthalene-1-sulfonylamino)-piperidine-1-carboxylic acid ethyl ester), ClC1=CC=C(C=O)C=C1 (4-chloro-benzaldehyde), C(#N)[BH3-].[Na+] (sodium cyanoborohydride). The solvent is CO (MeOH). Run at temperature 25 celsius, time 2 hour. Yields the product C(C)OC(=O)N1CCC(CC1)NS(=O)(=O)C1=CC=CC2=C(C=CC=C12)CNCC1=CC=C(C=C1)Cl (4-{5-[(4-Chloro-benzylamino)-methyl]-naphthalene-1-sulfonylamino}-piperidine-1-carboxylic acid ethyl ester), C(=O)[O-] (formate). RXN SMILES: [CH2:1]([O:3][C:4]([N:6]1[CH2:11][CH2:10][CH:9]([NH:12][S:13]([C:16]2[C:25]3[C:20](=[C:21]([CH2:26][NH2:27])[CH:22]=[CH:23][CH:24]=3)[CH:19]=[CH:18][CH:17]=2)(=[O:15])=[O:14])[CH2:8][CH2:7]1)=[O:5])[CH3:2].[Cl:28][C:29]1[CH:36]=[CH:35][C:32]([CH:33]=O)=[CH:31][CH:30]=1.C([BH3-])#N.[Na+]>CO>[CH2:1]([O:3][C:4]([N:6]1[CH2:11][CH2:10][CH:9]([NH:12][S:13]([C:16]2[C:25]3[C:20](=[C:21]([CH2:26][NH:27][CH2:33][C:32]4[CH:35]=[CH:36][C:29]([Cl:28])=[CH:30][CH:31]=4)[CH:22]=[CH:23][CH:24]=3)[CH:19]=[CH:18][CH:17]=2)(=[O:14])=[O:15])[CH2:8][CH2:7]1)=[O:5])[CH3:2].[CH:4]([O-:5])=[O:3] |f:2.3|. Reported procedure: To a 25° C. solution of 4-(5-aminomethyl-naphthalene-1-sulfonylamino)-piperidine-1-carboxylic acid ethyl ester 55 (62 mg, 0.159 mmol) in MeOH (4 mL) was added 4-chloro-benzaldehyde (45 mg, 0.318 mmol) and sodium cyanoborohydride (50 mg, 0.795 mmol). After stirring for 2 h at 25° C., the solution was concentrated in vacuo and the resultant crude material was purified by reverse phase HPLC to provide the title compound (H-45) as its formate salt. 1H NMR (300 MHz, MeOD) δ 8.78 (d, 1H), 8.38 (s, 1H)... Reactants: NCCC1=CNC=N1 (histamine), C1(=CC(=CC=C1)OC(NC#N)=N)C (O-m-tolyl-N-cyanoisourea). The solvent is C(C)(C)O (isopropanol). Product: C(#N)NC(=N)NCCC=1N=CNC1 (N-cyano-N'-[2-(4-imidazolyl)ethyl] guanidine). Reaction SMILES: [NH2:1][CH2:2][CH2:3][C:4]1[N:8]=[CH:7][NH:6][CH:5]=1.C1(C)C=CC=C(O[C:16](=[NH:20])[NH:17][C:18]#[N:19])C=1>C(O)(C)C>[C:16]([NH:17][C:18]([NH:1][CH2:2][CH2:3][C:4]1[N:8]=[CH:7][NH:6][CH:5]=1)=[NH:19])#[N:20]. Procedure: 3.62 g. histamine (0.0300 mole) and 5.26 g. (0.0300 mole) O-m-tolyl-N-cyanoisourea are combined in 75 ml. of isopropanol. The mixture is heated 25 minutes to reflux and refluxed 70 minutes. The reaction solution is cooled and stripped to a light orange oil, triturated in benzene, decanted, and the residue is recrystallized from MeOH/CH3CN to obtain N-cyano-N'-[2-(4-imidazolyl)ethyl] guanidine having a m.p. of 152°-154° C. The reactants are B(Br)(Br)Br (Boron tribromide), IC1=CC=C(C=C1)C=1SC2=C(N1)C=CC(=C2)OC (2-(4-Iodophenyl)-6-methoxy-1,3-benzothiazole), C(=O)(O)[O-].[Na+] (NaHCO3). Run in C(Cl)Cl (CH2Cl2), buffer solution. Conditions: time 24 hour. Product: IC1=CC=C(C=C1)C=1SC2=C(N1)C=CC(=C2)O (2-(4-Iodophenyl)-1,3-benzothiazol-6-ol). The yield is 55.7%. Reaction SMILES: B(Br)(Br)Br.[I:5][C:6]1[CH:11]=[CH:10][C:9]([C:12]2[S:13][C:14]3[CH:20]=[C:19]([O:21]C)[CH:18]=[CH:17][C:15]=3[N:16]=2)=[CH:8][CH:7]=1.C([O-])(O)=O.[Na+]>C(Cl)Cl>[I:5][C:6]1[CH:7]=[CH:8][C:9]([C:12]2[S:13][C:14]3[CH:20]=[C:19]([OH:21])[CH:18]=[CH:17][C:15]=3[N:16]=2)=[CH:10][CH:11]=1 |f:2.3|. Procedure details: Boron tribromide (1 M in CH2Cl2, 6 mL) was added to an anhydrous CH2Cl2 (20 mL) solution of 4 (550 mg, 1.5 mmol). After stirring at room temperature for 24 h, the reaction mixture was quenched with ice water (10 mL) and neutralized with solid NaHCO3 (1.51 g, 18.0 mmol). The mixture was diluted with pH 7 buffer solution (Fisher, 20 mL) and extracted with dichloromethane-methanol (4:1, 3×100 mL). The extracts were combined, dried with anhydrous Na2SO4, and evaporated. The residue was treated with ...